Dataset: the Open Reaction Database (ORD), a public repository of structured organic reaction records. Task: describe an organic reaction: reactants, conditions, products, and yield The reactants are CCO, [Na+], [OH-], CCOC(=O)c1c(Cc2ccccc2)nc2c(C(F)(F)F)cccc2c1O. Yields the product O=C(O)c1c(Cc2ccccc2)nc2c(C(F)(F)F)cccc2c1O. Reaction SMILES: [CH3:30][CH2:31][OH:32].[Na+:29].[OH-:28].[OH:1][c:2]1[c:3]([C:23](=[O:24])[O:25][CH2:26][CH3:27])[c:4]([CH2:16][c:17]2[cH:18][cH:19][cH:20][cH:21][cH:22]2)[n:5][c:6]2[c:7]([C:12]([F:13])([F:14])[F:15])[cH:8][cH:9][cH:10][c:11]12>>[OH:1][c:2]1[c:3]([C:23](=[O:24])[OH:25])[c:4]([CH2:16][c:17]2[cH:18][cH:19][cH:20][cH:21][cH:22]2)[n:5][c:6]2[c:7]([C:12]([F:13])([F:14])[F:15])[cH:8][cH:9][cH:10][c:11]12.